Dataset: the Open Reaction Database (ORD), a public repository of structured organic reaction records. Task: describe an organic reaction: reactants, conditions, products, and yield Yield: 92.0%. Procedure: To a solution of (2S,4R)-1-tert-butoxycarbonyl-4-tert-butyldimethylsiloxy-2-[(S)-1,3-dihydroxypropyl]pyrrolidine (16.95 g, 45.2 mmol) in methylene chloride (200 ml) were successively added tert-butylchlorodimethylsilane (6.81 g, 45.2 mmol), 4-N,N-dimethylaminopyridine (0.55 g, 4.5 mmol) and imidazole (3.08 g, 45.2 mmol) in a nitrogen atmosphere under cooling with ice under stirring. The mixture was stirred at room temperature for 1 h. Then, the reaction solution was poured into water (200 ml). T... As a reaction SMILES: [C:1]([O:5][C:6]([N:8]1[CH2:12][C@H:11]([O:13][Si:14]([C:17]([CH3:20])([CH3:19])[CH3:18])([CH3:16])[CH3:15])[CH2:10][C@H:9]1[C@@H:21]([OH:25])[CH2:22][CH2:23][OH:24])=[O:7])([CH3:4])([CH3:3])[CH3:2].[C:26]([Si:30](Cl)([CH3:32])[CH3:31])([CH3:29])([CH3:28])[CH3:27].N1C=CN=C1.O>C(Cl)Cl>[C:1]([O:5][C:6]([N:8]1[CH2:12][C@H:11]([O:13][Si:14]([C:17]([CH3:18])([CH3:19])[CH3:20])([CH3:15])[CH3:16])[CH2:10][C@H:9]1[C@@H:21]([OH:25])[CH2:22][CH2:23][O:24][Si:30]([C:26]([CH3:29])([CH3:28])[CH3:27])([CH3:32])[CH3:31])=[O:7])([CH3:4])([CH3:2])[CH3:3]. Starting materials: C(C)(C)(C)OC(=O)N1[C@@H](C[C@H](C1)O[Si](C)(C)C(C)(C)C)[C@H](CCO)O ((2S,4R)-1-tert-butoxycarbonyl-4-tert-butyldimethylsiloxy-2-[(S)-1,3-dihydroxypropyl]pyrrolidine), N1C=NC=C1 (imidazole), O (water), C(C)(C)(C)[Si](C)(C)Cl (tert-butylchlorodimethylsilane), 4-N,N-dimethylaminopyridine. Run in C(Cl)Cl (methylene chloride). Product: C(C)(C)(C)OC(=O)N1[C@@H](C[C@H](C1)O[Si](C)(C)C(C)(C)C)[C@H](CCO[Si](C)(C)C(C)(C)C)O ((2S,4R)-N-tert-butoxycarbonyl-4-tert-butyldimethylsiloxy-2-[(S)-3-tert-butyldimethylsiloxy-1-hydroxypropyl]pyrrolidine).